Dataset: the Open Reaction Database (ORD), a public repository of structured organic reaction records. Task: describe an organic reaction: reactants, conditions, products, and yield Reactants: CCOC(=O)c1cc(F)ccc1CNC(=O)c1nc(N2CCN(CCCCNC(=O)OC(C)(C)C)CC2)c2cccnc2c1OCc1ccccc1, C1CCOC1, Cl, [Li+], [OH-], O, O. RXN SMILES: [CH2:1]([c:2]1[cH:3][cH:4][cH:5][cH:6][cH:7]1)[O:8][c:9]1[c:10]([C:37](=[O:38])[NH:39][CH2:40][c:41]2[c:42]([C:43](=[O:44])[O:45][CH2:46][CH3:47])[cH:48][c:49]([F:52])[cH:50][cH:51]2)[n:11][c:12]([N:19]2[CH2:20][CH2:21][N:22]([CH2:25][CH2:26][CH2:27][CH2:28][NH:29][C:30](=[O:31])[O:32][C:33]([CH3:34])([CH3:35])[CH3:36])[CH2:23][CH2:24]2)[c:13]2[cH:14][cH:15][cH:16][n:17][c:18]12.[CH2:57]1[O:58][CH2:59][CH2:60][CH2:61]1.[ClH:56].[Li+:54].[OH-:53].[OH2:55].[OH2:62]>>[CH2:1]([c:2]1[cH:3][cH:4][cH:5][cH:6][cH:7]1)[O:8][c:9]1[c:10]([C:37](=[O:38])[NH:39][CH2:40][c:41]2[c:42]([C:43](=[O:44])[OH:45])[cH:48][c:49]([F:52])[cH:50][cH:51]2)[n:11][c:12]([N:19]2[CH2:20][CH2:21][N:22]([CH2:25][CH2:26][CH2:27][CH2:28][NH:29][C:30](=[O:31])[O:32][C:33]([CH3:34])([CH3:35])[CH3:36])[CH2:23][CH2:24]2)[c:13]2[cH:14][cH:15][cH:16][n:17][c:18]12. The product is CC(C)(C)OC(=O)NCCCCN1CCN(c2nc(C(=O)NCc3ccc(F)cc3C(=O)O)c(OCc3ccccc3)c3ncccc23)CC1.